From a dataset of the Open Reaction Database (ORD), a public repository of structured organic reaction records. describe an organic reaction: reactants, conditions, products, and yield Reactants: CC1(COC(OC1)C(C)[C@H]1CC[C@H]2[C@@H]3C=CC4=CC(C=C[C@]4(C)[C@H]3CC[C@]12C)=O)C (20-(5,5-dimethyl-1,3-dioxan-2-yl)pregna-1,4,6-trien-3-one), C(C)(=O)OCC.CCCCCC (ethyl acetate hexane), C1(=CC=C(C=C1)S(=O)(=O)O)C (p-toluenesulfonic acid). The solvent is CC(=O)C (acetone). Run at time 12 hour. Yields the product O=C1C=C2C=C[C@H]3[C@@H]4CC[C@H](C(C)C=O)[C@]4(CC[C@@H]3[C@]2(C=C1)C)C (3-oxopregna-1,4,6-triene-20-carbaldehyde). Yield: 74.9%. As a reaction SMILES: CC1(C)CO[CH:5]([CH:8]([C@@H:10]2[C@:27]3([CH3:28])[C@H:13]([C@H:14]4[C@H:24]([CH2:25][CH2:26]3)[C@:22]3([CH3:23])[C:17](=[CH:18][C:19](=[O:29])[CH:20]=[CH:21]3)[CH:16]=[CH:15]4)[CH2:12][CH2:11]2)[CH3:9])[O:4]C1.C1(C)C=CC(S(O)(=O)=O)=CC=1.C(OCC)(=O)C.CCCCCC>CC(C)=O>[O:29]=[C:19]1[CH:20]=[CH:21][C@@:22]2([CH3:23])[C:17]([CH:16]=[CH:15][C@@H:14]3[C@@H:24]2[CH2:25][CH2:26][C@@:27]2([CH3:28])[C@H:13]3[CH2:12][CH2:11][C@@H:10]2[CH:8]([CH:5]=[O:4])[CH3:9])=[CH:18]1 |f:2.3|. Procedure details: In 100 ml of acetone was dissolved 0.410 g (1.0 mmole) of 20-(5,5-dimethyl-1,3-dioxan-2-yl)pregna-1,4,6-trien-3-one, followed by addition of 10 mg (0.05 mmole) of p-toluenesulfonic acid. The mixture was stirred at room temperature for 12 hours. From the reaction mixture thus obtained, the solvent was distilled off under reduced pressure and the residue was diluted with methylene chloride. The methylene chloride solution was washed successively with saturated aqueous sodium hydrogen carbonate sol... The reactants are N1=CNC2=C1C=CC=C2 (benzimidazole), BrCC1=CC=C(C#N)C=C1 (4-bromomethyl benzonitrile). Solvent: CN(C=O)C (dimethylformamide). Yields the product CC1=C(C#N)C=CC=C1.N1C=NC2=C1C=CC=C2 (1H-benzimidazol methyl benzonitrile). The yield is 141.5%. Reaction SMILES: [N:1]1[C:5]2[CH:6]=[CH:7][CH:8]=[CH:9][C:4]=2[NH:3][CH:2]=1.BrC[C:12]1[CH:19]=[CH:18][C:15]([C:16]#[N:17])=[CH:14][CH:13]=1>CN(C)C=O>[CH3:2][C:14]1[CH:13]=[CH:12][CH:19]=[CH:18][C:15]=1[C:16]#[N:17].[NH:1]1[C:5]2[CH:6]=[CH:7][CH:8]=[CH:9][C:4]=2[N:3]=[CH:2]1 |f:3.4|. Procedure: Using the procedure of Step B of Example 1, 951 mg of benzimidazole and 1.97 g of 4-bromomethyl benzonitrile in dimethylformamide were reacted to obtain 2.48 g of crude product which was chromatographed on silica (eluant: methylene chloride-methanol (95-5)) to obtain 1.34 g of the desired product melting at 94° C. after Crystallization from ether. An analytical sample was prepared by two successive crystallizations of 422 mg of the product from ether, then from isopropyl ether to obtain 167 mg o... Starting materials: OCCS(=O)(=O)C=1C=CC(=C(C(=O)O)C1)[N+](=O)[O-] (5-hydroxyethylsulfonyl-2-nitrobenzoic acid). Reagents/catalysts: [Pd] (Pd). Product: OCCS(=O)(=O)C1=CC=C(C(C(=O)O)=C1)N (5-hydroxyethylsulfonylanthranilic acid). Reaction SMILES: [OH:1][CH2:2][CH2:3][S:4]([C:7]1[CH:8]=[CH:9][C:10]([N+:16]([O-])=O)=[C:11]([CH:15]=1)[C:12]([OH:14])=[O:13])(=[O:6])=[O:5]>[Pd]>[OH:1][CH2:2][CH2:3][S:4]([C:7]1[CH:15]=[C:11]([C:12]([OH:14])=[O:13])[C:10]([NH2:16])=[CH:9][CH:8]=1)(=[O:6])=[O:5]. Reported procedure: The procedures of Examples 17 and 18 are repeated, except that in each case 137.5 parts of 5-hydroxyethylsulfonyl-2-nitrobenzoic acid and also the aqueous mother liquor and the Pd catalyst of the previous batch are used, to give in each case about 122 parts of 5-hydroxyethylsulfonylanthranilic acid of melting point 164° to 166° C. and a purity (diazotization) of >99%, that is, mother liquor and catalyst can each be used at least 10 times without deterioration of the product or decrease in yield. Starting materials: CCCCBr, CCO, OCC1CCCNC1, [Na+], [OH-]. Product: CCCCN1CCCC(CO)C1. RXN SMILES: [CH2:11]([CH2:12][CH2:13][CH3:14])[Br:15].[CH3:16][CH2:17][OH:18].[NH:3]1[CH2:4][CH:5]([CH2:9][OH:10])[CH2:6][CH2:7][CH2:8]1.[Na+:2].[OH-:1]>>[N:3]1([CH2:11][CH2:12][CH2:13][CH3:14])[CH2:4][CH:5]([CH2:9][OH:10])[CH2:6][CH2:7][CH2:8]1. Reactants: BrC(C(C(CF)(C)C)=O)OC1=C(C=C(C=C1)Cl)Cl (1-bromo-1-(2,4-dichlorophenoxy)-3,3-dimethyl-4-fluoro-2-butanone), N1C=NC=C1 (imidazole). The solvent is C(C)#N (acetonitrile), C(C)#N (acetonitrile). Yields the product Cl.ClC1=C(OC(C(C(CF)(C)C)=O)N2C=NC=C2)C=CC(=C1)Cl (1-(2,4-dichloro-phenoxy)-3,3-dimethyl-4-fluoro-1-(imidazol-1 -yl)-2-butanone hydrochloride). Isolated yield 78.6%. As a reaction SMILES: Br[CH:2]([O:10][C:11]1[CH:16]=[CH:15][C:14]([Cl:17])=[CH:13][C:12]=1[Cl:18])[C:3](=[O:9])[C:4]([CH3:8])([CH3:7])[CH2:5][F:6].[NH:19]1[CH:23]=[CH:22][N:21]=[CH:20]1>C(#N)C>[ClH:17].[Cl:18][C:12]1[CH:13]=[C:14]([Cl:17])[CH:15]=[CH:16][C:11]=1[O:10][CH:2]([N:19]1[CH:23]=[CH:22][N:21]=[CH:20]1)[C:3](=[O:9])[C:4]([CH3:8])([CH3:7])[CH2:5][F:6] |f:3.4|. Reported procedure: 157.5 g (0.44 mol) of 1-bromo-1-(2,4-dichlorophenoxy)-3,3-dimethyl-4-fluoro-2-butanone were dissolved in 500 ml of acetonitrile and the solution was added dropwise to a solution of 109 g (1.6 mol) of imidazole in 600 ml of acetonitrile. The mixture was heated under reflux for 10 hours. Thereafter, the solvent was distilled off under a waterpump vacuum, the residue was taken up in 1,000 ml of methylene chloride and the methylene chloride mixture was washed three times with 500 ml of water each ti... Starting materials: C(CCCCC)Cl (hexyl chloride), CN(C=O)C (dimethylformamide), CN1C(=NC=C1[N+](=O)[O-])C1=NOC=C1CCCCC(C)CCN (1-methyl-2-(5-aminoethylhexylisoxazol-3-yl)-5-nitroimidazole). The product is CN1C(=NC=C1[N+](=O)[O-])C1=NOC=C1CCCCC(C)CN (1-Methyl-2-(5-aminomethylhexylisoxazol-3-yl)-5-nitroimidazole). As a reaction SMILES: C(Cl)CCCCC.[CH3:8][N:9]1[C:13]([N+:14]([O-:16])=[O:15])=[CH:12][N:11]=[C:10]1[C:17]1[C:21]([CH2:22][CH2:23][CH2:24][CH2:25][CH:26]([CH2:28]CN)[CH3:27])=[CH:20][O:19][N:18]=1.C[N:32](C)C=O>>[CH3:8][N:9]1[C:13]([N+:14]([O-:16])=[O:15])=[CH:12][N:11]=[C:10]1[C:17]1[C:21]([CH2:22][CH2:23][CH2:24][CH2:25][CH:26]([CH2:28][NH2:32])[CH3:27])=[CH:20][O:19][N:18]=1. Procedure: The product prepared above is treated in a similar fashion with hexyl chloride in dimethylformamide for 2 hours. The recrystallized product is identified as 1-methyl-2-(5-aminoethylhexylisoxazol-3-yl)-5-nitroimidazole.